describe an organic reaction: reactants, conditions, products, and yield From a dataset of the Open Reaction Database (ORD), a public repository of structured organic reaction records. Reactants: Cc1c(O)ccc(Br)c1Cl, [C-]#N, [C-]#N, CN1CCCC1=O, [Zn+2]. Yields the product Cc1c(O)ccc(C#N)c1Cl. RXN SMILES: [Br:1][c:2]1[c:3]([Cl:10])[c:4]([CH3:9])[c:5]([OH:8])[cH:6][cH:7]1.[C-:18]#[N:19].[C-:21]#[N:22].[CH3:11][N:12]1[CH2:13][CH2:14][CH2:15][C:16]1=[O:17].[Zn+2:20]>>[c:2]1([C:11]#[N:12])[c:3]([Cl:10])[c:4]([CH3:9])[c:5]([OH:8])[cH:6][cH:7]1. The reactants are CSC1=NC(=CC(=N1)N)N1CCOCC1 (2-(methylsulfanyl)-6-(morpholin-4-yl)pyrimidin-4-amine), BrC1=C(C=CC=C1[N+](=O)[O-])C (2-bromo-1-methyl-3-nitrobenzene), CC1(C2=CC=CC(=C2OC=2C(=CC=CC12)P(C1=CC=CC=C1)C1=CC=CC=C1)P(C1=CC=CC=C1)C1=CC=CC=C1)C ((9,9-dimethyl-9H-xanthen-4,5-diyl)bis(diphenylphosphine)), C([O-])([O-])=O.[Cs+].[Cs+] (cesium carbonate). Reaction SMILES: [CH3:1][S:2][C:3]1[N:8]=[C:7]([NH2:9])[CH:6]=[C:5]([N:10]2[CH2:15][CH2:14][O:13][CH2:12][CH2:11]2)[N:4]=1.Br[C:17]1[C:22]([N+:23]([O-:25])=[O:24])=[CH:21][CH:20]=[CH:19][C:18]=1[CH3:26].CC1(C)C2C=CC=C(P(C3C=CC=CC=3)C3C=CC=CC=3)C=2OC2C1=CC=CC=2P(C1C=CC=CC=1)C1C=CC=CC=1.C(=O)([O-])[O-].[Cs+].[Cs+]>C1(C)C=CC=CC=1.C1C=CC(/C=C/C(/C=C/C2C=CC=CC=2)=O)=CC=1.C1C=CC(/C=C/C(/C=C/C2C=CC=CC=2)=O)=CC=1.C1C=CC(/C=C/C(/C=C/C2C=CC=CC=2)=O)=CC=1.[Pd].[Pd]>[CH3:26][C:18]1[CH:19]=[CH:20][CH:21]=[C:22]([N+:23]([O-:25])=[O:24])[C:17]=1[NH:9][C:7]1[CH:6]=[C:5]([N:10]2[CH2:11][CH2:12][O:13][CH2:14][CH2:15]2)[N:4]=[C:3]([S:2][CH3:1])[N:8]=1 |f:3.4.5,7.8.9.10.11|. Conditions: temperature 140 celsius, time 1 hour. Yield: 94.7%. Solvent: C1(=CC=CC=C1)C (toluene). Reagents/catalysts: C=1C=CC(=CC1)/C=C/C(=O)/C=C/C2=CC=CC=C2.C=1C=CC(=CC1)/C=C/C(=O)/C=C/C2=CC=CC=C2.C=1C=CC(=CC1)/C=C/C(=O)/C=C/C2=CC=CC=C2.[Pd].[Pd] (tris(dibenzylideneacetone)dipalladium). The product is CC1=C(C(=CC=C1)[N+](=O)[O-])NC1=NC(=NC(=C1)N1CCOCC1)SC (N-(2-methyl-6-nitrophenyl)-2-(methylsulfanyl)-6-(morpholin-4-yl)pyrimidin-4-amine). Procedure: A mixture of 2-(methylsulfanyl)-6-(morpholin-4-yl)pyrimidin-4-amine (500 mg), 2-bromo-1-methyl-3-nitrobenzene (1 g), tris(dibenzylideneacetone)dipalladium (0) (202 mg), (9,9-dimethyl-9H-xanthen-4,5-diyl)bis(diphenylphosphine) (192 mg), and cesium carbonate (1.0 g) in toluene was stirred in a microwave reactor at 140° C. for 1 hour. The reaction mixture was filtered through celite and concentrated under reduced pressure. The residue was purified by silica gel column chromatography (hexane:ethyl a... Solvent: CO (methanol). Reported procedure: A solution of Example 115 (110 mg, 0.21 mmol) and aqueous LiOH (1 ml of 10% solution) in methanol (1 ml) was stirred for 3 hours, neutralized with 1M HCl, and extracted with ethyl acetate. The extract was dried (MgSO4) and concentrated. The concentrate was purified by high throughput HPLC with aqueous 0.1% TFA and CH3CN to provide the titled compound. 1H NMR (300 MHz, DMSO-d6) δ 8.15 (d, J=9 Hz, 1H) 6.87-7.56 (m, 10H), 6.24 (s, 1H), 3.00 (s, 1H), 2.55 (t, J=7 Hz, 2H), 2.17 (t, J=7 Hz, 2H), 1.73 ... Product: FC(OC1=C2C3=C(C(OC2=CC=C1)C=1C=C(C=CC1)CCCC(=O)O)C=C(C=C3)NS(=O)(=O)C)F (4-(3-{1-(difluoromethoxy)-8-[(methylsulfonyl)amino]-6H-benzo[c]chromen-6-yl}phenyl)butanoic acid). Starting materials: FC(OC1=C2C3=C(C(OC2=CC=C1)C=1C=C(C=CC1)CCCC(=O)OCC)C=C(C=C3)NS(=O)(=O)C)F (ethyl 4-(3-{1-(difluoromethoxy)-8-[(methylsulfonyl)amino]-6H-benzo[c]chromen-6-yl}phenyl)butanoate), [Li+].[OH-] (LiOH), Cl (HCl). RXN SMILES: [F:1][CH:2]([F:37])[O:3][C:4]1[CH:13]=[CH:12][CH:11]=[C:10]2[C:5]=1[C:6]1[CH:31]=[CH:30][C:29]([NH:32][S:33]([CH3:36])(=[O:35])=[O:34])=[CH:28][C:7]=1[CH:8]([C:14]1[CH:15]=[C:16]([CH2:20][CH2:21][CH2:22][C:23]([O:25]CC)=[O:24])[CH:17]=[CH:18][CH:19]=1)[O:9]2.[Li+].[OH-].Cl>CO>[F:37][CH:2]([F:1])[O:3][C:4]1[CH:13]=[CH:12][CH:11]=[C:10]2[C:5]=1[C:6]1[CH:31]=[CH:30][C:29]([NH:32][S:33]([CH3:36])(=[O:35])=[O:34])=[CH:28][C:7]=1[CH:8]([C:14]1[CH:15]=[C:16]([CH2:20][CH2:21][CH2:22][C:23]([OH:25])=[O:24])[CH:17]=[CH:18][CH:19]=1)[O:9]2 |f:1.2|. Reaction SMILES: [C:1]([CH3:2])([CH3:3])([CH3:4])[c:5]1[cH:6][c:7]([O:32][CH2:33][CH3:34])[c:8]([C:11]2=[N:15][C:14]([CH3:16])([c:17]3[cH:18][cH:19][c:20]([Cl:23])[cH:21][cH:22]3)[C:13]([CH3:24])([c:25]3[cH:26][cH:27][c:28]([Cl:31])[cH:29][cH:30]3)[NH:12]2)[cH:9][cH:10]1.[C:35](#[N:36])[c:37]1[cH:38][cH:39][c:40]([C:41](=[O:42])[Cl:43])[cH:44][cH:45]1>>[C:1]([CH3:2])([CH3:3])([CH3:4])[c:5]1[cH:6][c:7]([O:32][CH2:33][CH3:34])[c:8]([C:11]2=[N:12][C:13]([CH3:24])([c:25]3[cH:26][cH:27][c:28]([Cl:31])[cH:29][cH:30]3)[C:14]([CH3:16])([c:17]3[cH:18][cH:19][c:20]([Cl:23])[cH:21][cH:22]3)[N:15]2[C:41]([c:40]2[cH:39][cH:38][c:37]([C:35]#[N:36])[cH:45][cH:44]2)=[O:42])[cH:9][cH:10]1. The reactants are CCOc1cc(C(C)(C)C)ccc1C1=NC(C)(c2ccc(Cl)cc2)C(C)(c2ccc(Cl)cc2)N1, N#Cc1ccc(C(=O)Cl)cc1. The product is CCOc1cc(C(C)(C)C)ccc1C1=NC(C)(c2ccc(Cl)cc2)C(C)(c2ccc(Cl)cc2)N1C(=O)c1ccc(C#N)cc1. Reactants: C(#N)C(=CNC(N1C(NCC1)=O)=N)C(N(C1=CC(=CC=C1)C(F)(F)F)CCCC)=O (1-cyano-1-[N-butyl-N-(3-trifluoromethylphenyl)carbamoyl]-2-[imino(2-oxo-1-imidazolidinyl)methylamino]ethene), C(#N)C(=CNC(N1C(NCC1)=O)=N)C(N(C1=CC(=CC=C1)C(F)(F)F)CCCC)=O (1-cyano-1-[N-butyl-N-(3-trifluoromethylphenyl)carbamoyl]-2-[imino(2-oxo-1-imidazolidinyl)methylamino]ethene). The solvent is C(C)(=O)O (acetic acid). Yields the product C(CCC)N(C(=O)C=1C(=NC(=NC1)N1C(NCC1)=O)N)C1=CC(=CC=C1)C(F)(F)F (4-amino-2-(2-oxo-1-imidazolidinyl)pyrimidine-5-carboxylic acid N-butyl-N-(3-trifluoromethylphenyl)amide). The yield is 47.2%. Reaction SMILES: [C:1]([C:3]([C:14](=[O:30])[N:15]([CH2:26][CH2:27][CH2:28][CH3:29])[C:16]1[CH:21]=[CH:20][CH:19]=[C:18]([C:22]([F:25])([F:24])[F:23])[CH:17]=1)=[CH:4][NH:5][C:6](=[NH:13])[N:7]1[CH2:11][CH2:10][NH:9][C:8]1=[O:12])#[N:2]>C(O)(=O)C>[CH2:26]([N:15]([C:16]1[CH:21]=[CH:20][CH:19]=[C:18]([C:22]([F:23])([F:24])[F:25])[CH:17]=1)[C:14]([C:3]1[C:1]([NH2:2])=[N:13][C:6]([N:7]2[CH2:11][CH2:10][NH:9][C:8]2=[O:12])=[N:5][CH:4]=1)=[O:30])[CH2:27][CH2:28][CH3:29]. Procedure details: As in Example 51, 1.80 g (4.26 mmol) of 1-cyano-1-[N-butyl-N-(3-trifluoromethylphenyl)carbamoyl]-2-[imino(2-oxo-1-imidazolidinyl)methylamino]ethene (compound II, R1, R2, R3, R5, R6 =H; R4 =n-C4H9) and 4.7 ml of glacial acetic acid were stirred at 60° for 4 hours and subsequently worked up. 0.85 g (=47.3% yield) of pure 4-amino-2-(2-oxo-1-imidazolidinyl)pyrimidine-5-carboxylic acid N-butyl-N-(3-trifluoromethylphenyl)amide was obtained, melting point 234°-235°. The reactants are NC(C(O)C1=CC=NC=C1)CC1=CC=C(C=C1)C(F)(F)F ((1RS,2SR)-2-amino-1-(4-pyridyl)-3-(4-(trifluoromethyl)phenyl)-1-propanol), FC1=CC=C(C2=CC=CC=C12)C(=O)O (4-fluoronaphthalenecarboxylic acid), Cl.C(C)N=C=NCCCN(C)C (1-ethyl-3-(3-dimethylaminopropyl)carbodiimide hydrochloride), ON1N=NC2=C1C=CC=C2 (1-hydroxy-1H-benzotriazole). Run in O (water), C(C)#N (acetonitrile). Run at time 8 hour. The product is FC1=CC=C(C2=CC=CC=C12)C(=O)N[C@H]([C@@H](C1=CC=NC=C1)O)CC1=CC=C(C=C1)C(F)(F)F (4-fluoro-N-((1S,2R)-2-hydroxy-2-(4-pyridyl)-1-((4-(trifluoromethyl)phenyl)methyl)ethyl)-1-naphthalenecarboxamide). The yield is 48.9%. RXN SMILES: [NH2:1][CH:2]([CH2:11][C:12]1[CH:17]=[CH:16][C:15]([C:18]([F:21])([F:20])[F:19])=[CH:14][CH:13]=1)[CH:3]([C:5]1[CH:10]=[CH:9][N:8]=[CH:7][CH:6]=1)[OH:4].[F:22][C:23]1[C:32]2[C:27](=[CH:28][CH:29]=[CH:30][CH:31]=2)[C:26]([C:33](O)=[O:34])=[CH:25][CH:24]=1.Cl.C(N=C=NCCCN(C)C)C.ON1C2C=CC=CC=2N=N1>C(#N)C.O>[F:22][C:23]1[C:32]2[C:27](=[CH:28][CH:29]=[CH:30][CH:31]=2)[C:26]([C:33]([NH:1][C@@H:2]([CH2:11][C:12]2[CH:17]=[CH:16][C:15]([C:18]([F:21])([F:19])[F:20])=[CH:14][CH:13]=2)[C@H:3]([OH:4])[C:5]2[CH:10]=[CH:9][N:8]=[CH:7][CH:6]=2)=[O:34])=[CH:25][CH:24]=1 |f:2.3|. Procedure: To a solution of (1RS,2SR)-2-amino-1-(4-pyridyl)-3-(4-(trifluoromethyl)phenyl)-1-propanol (70 mg, 0.24 mmol) in acetonitrile (5 ml) were added 4-fluoronaphthalenecarboxylic acid (45 mg, 0.24 mmol), 1-ethyl-3-(3-dimethylaminopropyl)carbodiimide hydrochloride (68 mg, 0.35 mmol) and 1-hydroxy-1H-benzotriazole (36 mg, 0.24 mmol) and the mixture was stirred overnight at room temperature. The reaction solution was diluted with water (100 ml) and extracted with ethyl acetate (100 ml×2). The extract was...